This data is from the Open Reaction Database (ORD), a public repository of structured organic reaction records. The task is: describe an organic reaction: reactants, conditions, products, and yield Starting materials: CCN(C(C)C)C(C)C, CCCN(CC1CC1)c1cc(C(=O)O)ncn1, COC(=O)Cl, ClCCl, Nc1ccc(-n2cncn2)cc1. Product: CCCN(CC1CC1)c1cc(C(=O)Nc2ccc(-n3cncn3)cc2)ncn1. RXN SMILES: [CH:18]([N:19]([CH:20]([CH3:21])[CH3:22])[CH2:23][CH3:24])([CH3:25])[CH3:26].[CH:1]1([CH2:4][N:5]([c:6]2[cH:7][c:8]([C:12](=[O:13])[OH:14])[n:9][cH:10][n:11]2)[CH2:15][CH2:16][CH3:17])[CH2:2][CH2:3]1.[Cl:27][C:28]([O:29][CH3:30])=[O:31].[Cl:44][CH2:45][Cl:46].[n:32]1(-[c:37]2[cH:38][cH:39][c:40]([NH2:41])[cH:42][cH:43]2)[n:33][cH:34][n:35][cH:36]1>>[CH:1]1([CH2:4][N:5]([c:6]2[cH:7][c:8]([C:12](=[O:14])[NH:41][c:40]3[cH:39][cH:38][c:37](-[n:32]4[n:33][cH:34][n:35][cH:36]4)[cH:43][cH:42]3)[n:9][cH:10][n:11]2)[CH2:15][CH2:16][CH3:17])[CH2:2][CH2:3]1.